Dataset: the Open Reaction Database (ORD), a public repository of structured organic reaction records. Task: describe an organic reaction: reactants, conditions, products, and yield Procedure: The title compound was prepared as described in Example 272B, substituting 4-aminobenzaldehyde for 4-amino-N-propylbenzamide and isoindoline for methyl isoindoline-5-carboxylate hydrochloride. As a reaction SMILES: [NH2:1][C:2]1[CH:13]=[CH:12][C:5]([C:6](NCCC)=[O:7])=[CH:4][CH:3]=1.[CH2:14]1[C:22]2[C:17](=[CH:18][CH:19]=[CH:20][CH:21]=2)[CH2:16][NH:15]1.Cl.C1C2C(=CC([C:33](OC)=[O:34])=CC=2)CN1>>[CH:6]([C:5]1[CH:12]=[CH:13][C:2]([NH:1][C:33]([N:15]2[CH2:16][C:17]3[C:22](=[CH:21][CH:20]=[CH:19][CH:18]=3)[CH2:14]2)=[O:34])=[CH:3][CH:4]=1)=[O:7] |f:2.3|. Product: C(=O)C1=CC=C(C=C1)NC(=O)N1CC2=CC=CC=C2C1 (N-(4-formylphenyl)isoindoline-2-carboxamide). Starting materials: NC1=CC=C(C(=O)NCCC)C=C1 (4-amino-N-propylbenzamide), C1NCC2=CC=CC=C12 (isoindoline), Cl.C1NCC2=CC(=CC=C12)C(=O)OC (methyl isoindoline-5-carboxylate hydrochloride). Starting materials: C=CCOC(=O)c1cccc(COCC(C#N)NC(=O)C(Cc2cccc(C)c2)Nc2ccccc2)c1, C1COCCN1, C1CCOC1, N#N, c1ccc(P(c2ccccc2)(c2ccccc2)[Pd](P(c2ccccc2)(c2ccccc2)c2ccccc2)(P(c2ccccc2)(c2ccccc2)c2ccccc2)P(c2ccccc2)(c2ccccc2)c2ccccc2)cc1. Yields the product Cc1cccc(CC(Nc2ccccc2)C(=O)NC(C#N)COCc2cccc(C(=O)O)c2)c1. As a reaction SMILES: [CH2:1]([CH:2]=[CH2:3])[O:4][C:5](=[O:6])[c:7]1[cH:8][c:9]([CH2:10][O:11][CH2:12][CH:13]([C:14]#[N:15])[NH:16][C:17]([CH:18]([NH:19][c:20]2[cH:21][cH:22][cH:23][cH:24][cH:25]2)[CH2:26][c:27]2[cH:28][c:29]([CH3:33])[cH:30][cH:31][cH:32]2)=[O:34])[cH:35][cH:36][cH:37]1.[CH2:38]1[NH:39][CH2:40][CH2:41][O:42][CH2:43]1.[CH2:46]1[O:47][CH2:48][CH2:49][CH2:50]1.[N:44]#[N:45].[cH:51]1[cH:52][cH:53][c:54]([P:55]([Pd:56]([P:57]([c:58]2[cH:59][cH:60][cH:61][cH:62][cH:63]2)([c:64]2[cH:65][cH:66][cH:67][cH:68][cH:69]2)[c:70]2[cH:71][cH:72][cH:73][cH:74][cH:75]2)([P:76]([c:77]2[cH:78][cH:79][cH:80][cH:81][cH:82]2)([c:83]2[cH:84][cH:85][cH:86][cH:87][cH:88]2)[c:89]2[cH:90][cH:91][cH:92][cH:93][cH:94]2)[P:95]([c:96]2[cH:97][cH:98][cH:99][cH:100][cH:101]2)([c:102]2[cH:103][cH:104][cH:105][cH:106][cH:107]2)[c:108]2[cH:109][cH:110][cH:111][cH:112][cH:113]2)([c:114]2[cH:115][cH:116][cH:117][cH:118][cH:119]2)[c:120]2[cH:121][cH:122][cH:123][cH:124][cH:125]2)[cH:126][cH:127]1>>[O:4]=[C:5]([OH:6])[c:7]1[cH:8][c:9]([CH2:10][O:11][CH2:12][CH:13]([C:14]#[N:15])[NH:16][C:17]([CH:18]([NH:19][c:20]2[cH:21][cH:22][cH:23][cH:24][cH:25]2)[CH2:26][c:27]2[cH:28][c:29]([CH3:33])[cH:30][cH:31][cH:32]2)=[O:34])[cH:35][cH:36][cH:37]1. Yields the product C1(CCCC1)N1C(N(C(C=2C=NC=3C(=CC=CC3C21)OC)=O)C2=C(OC(=C2)C)C(F)(F)F)=O (1-Cyclopentyl-7-methoxy-3-(5-methyl-2-trifluoromethyl-furan-3-yl)-1H-pyrimido[5,4-c]quinoline-2,4-dione). Procedure: 1-Cyclopentyl-7-methoxy-3-(5-methyl-2-trifluoromethyl-furan-3-yl)-1H-pyrimido[5,4-c]quinoline-2,4-dione (25 mg) was prepared from 4-cyclopentylamino-8-methoxy-quinoline-3-carboxylic acid ethyl ester (0.1 mmol) and 3-isocyanato-5-methyl-2-trifluoromethyl-furan (0.5 mmol) following general procedure C. LCMS: m/z 460 [M+1]+. As a reaction SMILES: C(O[C:4]([C:6]1[CH:7]=[N:8][C:9]2[C:14]([C:15]=1[NH:16][CH:17]1[CH2:21][CH2:20][CH2:19][CH2:18]1)=[CH:13][CH:12]=[CH:11][C:10]=2[O:22][CH3:23])=[O:5])C.[N:24]([C:27]1[CH:31]=[C:30]([CH3:32])[O:29][C:28]=1[C:33]([F:36])([F:35])[F:34])=[C:25]=[O:26]>>[CH:17]1([N:16]2[C:15]3[C:14]4[CH:13]=[CH:12][CH:11]=[C:10]([O:22][CH3:23])[C:9]=4[N:8]=[CH:7][C:6]=3[C:4](=[O:5])[N:24]([C:27]3[CH:31]=[C:30]([CH3:32])[O:29][C:28]=3[C:33]([F:36])([F:34])[F:35])[C:25]2=[O:26])[CH2:21][CH2:20][CH2:19][CH2:18]1. Reactants: C(C)OC(=O)C=1C=NC2=C(C=CC=C2C1NC1CCCC1)OC (4-cyclopentylamino-8-methoxy-quinoline-3-carboxylic acid ethyl ester), N(=C=O)C1=C(OC(=C1)C)C(F)(F)F (3-isocyanato-5-methyl-2-trifluoromethyl-furan). Yield: 54.4%. Reactants: CO (methanol), C1(CCCCCCCCCCC1)=O (cyclododecanone), C(#N)[BH3-].[Na+] (sodium cyanoborohydride), Cl.Cl.NCC1(NCC(C(C1O)O)O)CO (2-aminomethyl-2-hydroxymethyl-3,4,5-trihydroxypiperidine dihydrochloride). Solvent: C(C)(=O)O (acetic acid), O (water). Run at time 18 hour. The product is C1(CCCCCCCCCCC1)NCC1(NCC(C(C1O)O)O)CO (2-(Cyclododecylaminomethyl)-2-hydroxymethyl-3,4,5-trihydroxypiperidine). Isolated yield 67.0%. RXN SMILES: Cl.Cl.[NH2:3][CH2:4][C:5]1([CH2:14][OH:15])[CH:10]([OH:11])[CH:9]([OH:12])[CH:8]([OH:13])[CH2:7][NH:6]1.CO.[C:18]1(=O)[CH2:29][CH2:28][CH2:27][CH2:26][CH2:25][CH2:24][CH2:23][CH2:22][CH2:21][CH2:20][CH2:19]1.C([BH3-])#N.[Na+]>O.C(O)(=O)C>[CH:18]1([NH:3][CH2:4][C:5]2([CH2:14][OH:15])[CH:10]([OH:11])[CH:9]([OH:12])[CH:8]([OH:13])[CH2:7][NH:6]2)[CH2:29][CH2:28][CH2:27][CH2:26][CH2:25][CH2:24][CH2:23][CH2:22][CH2:21][CH2:20][CH2:19]1 |f:0.1.2,5.6|. Procedure details: 2.65 g of 2-aminomethyl-2-hydroxymethyl-3,4,5-trihydroxypiperidine dihydrochloride (Preparation example 11) are dissolved in 21 ml of water, and 60 ml of methanol 1.5 ml of acetic acid and 6 g of cyclododecanone are then added. When a solution is obtained, 1.35 g of sodium cyanoborohydride are added. The mixture is stirred for 18 hours and the product which has precipitated is filtered off and washed with water. 2.4 g of a colourless complex are obtained, and the complex is discharged onto an Am... Reaction SMILES: [CH2:1]([Li])CCC.[Cl:6][C:7]1[C:8]([CH3:15])=[C:9]([CH:12]=[CH:13][CH:14]=1)[CH:10]=O>[Br-].C[P+](C1C=CC=CC=1)(C1C=CC=CC=1)C1C=CC=CC=1.O1CCCC1.CCCCCC>[Cl:6][C:7]1[C:8]([CH3:15])=[C:9]([CH:12]=[CH:13][CH:14]=1)[CH:10]=[CH2:1] |f:2.3|. Conditions: temperature -40 celsius, time 30 minute. Yields the product ClC=1C(=C(C=C)C=CC1)C (3-chloro-2-methylstyrene). Reagents/catalysts: [Br-].C[P+](C1=CC=CC=C1)(C1=CC=CC=C1)C1=CC=CC=C1 (Methyltriphenylphosphonium bromide). Run in CCCCCC (hexane), CCCCCC (Hexane), O1CCCC1 (tetrahydrofuran), O1CCCC1 (tetrahydrofuran). Procedure details: Methyltriphenylphosphonium bromide (6.9 g, 0.019M) was suspended in dry tetrahydrofuran (100 ml) at -40° C. under an atmosphere of dry nitrogen. n-Butyllithium (13.5 ml. of a 1.55M solution in hexane, 0.021M) was added dropwise during 10 minutes and the mixture was stirred at -40° C. for 30 minutes. 3-Chloro-2-methylbenzaldehyde (3.0 g, 0.019M) in dry tetrahydrofuran (10 mls) was then added. The mixture was maintained at -40° C. for 30 minutes and then allowed to warm to room temperature. Hexane... Starting materials: solution, C(CCC)[Li] (n-Butyllithium), ClC=1C(=C(C=O)C=CC1)C (3-Chloro-2-methylbenzaldehyde).